This data is from the Open Reaction Database (ORD), a public repository of structured organic reaction records. The task is: describe an organic reaction: reactants, conditions, products, and yield Reactants: CCOCC, CN(C)CCN, COC(=O)C1CC(NC(=O)Cc2ccccc2)c2c(Cl)cc(Cl)cc2N1. The product is CN(C)CCNC(=O)C1CC(NC(=O)Cc2ccccc2)c2c(Cl)cc(Cl)cc2N1. Reaction SMILES: [CH3:27][CH2:28][O:29][CH2:30][CH3:31].[CH3:32][N:33]([CH2:34][CH2:35][NH2:36])[CH3:37].[Cl:1][c:2]1[c:3]2[c:8]([cH:9][c:10]([Cl:12])[cH:11]1)[NH:7][CH:6]([C:13]([O:15][CH3:14])=[O:16])[CH2:5][CH:4]2[NH:17][C:18](=[O:19])[CH2:20][c:21]1[cH:22][cH:23][cH:24][cH:25][cH:26]1>>[Cl:1][c:2]1[c:3]2[c:8]([cH:9][c:10]([Cl:12])[cH:11]1)[NH:7][CH:6]([C:13](=[O:15])[NH:36][CH2:35][CH2:34][N:33]([CH3:32])[CH3:37])[CH2:5][CH:4]2[NH:17][C:18](=[O:19])[CH2:20][c:21]1[cH:22][cH:23][cH:24][cH:25][cH:26]1. Reactants: FC1=C(C=CC(=C1)B1OC(C(O1)(C)C)(C)C)C=1N=CC(=NC1)N (5-(2-fluoro-4-(4,4,5,5-tetramethyl-1,3,2-dioxaborolan-2-yl)phenyl)pyrazin-2-amine), BrC1=C(C=CC=C1)CS(=O)(=O)NC (1-(2-bromophenyl)-N-methylmethanesulfonamide). Product: C(=O)O.NC=1N=CC(=NC1)C1=C(C=C(C=C1)C1=C(C=CC=C1)CS(=O)(=O)NC)F (1-[4′-(5-Aminopyrazin-2-yl)-3′-fluorobiphenyl-2-yl]-N-methylmethanesulfonamide formic acid salt). As a reaction SMILES: [F:1][C:2]1[CH:7]=[C:6](B2[O:12][C:11](C)(C)C(C)(C)O2)[CH:5]=[CH:4][C:3]=1[C:17]1[N:18]=[CH:19][C:20]([NH2:23])=[N:21][CH:22]=1.Br[C:25]1[CH:30]=[CH:29][CH:28]=[CH:27][C:26]=1[CH2:31][S:32]([NH:35][CH3:36])(=[O:34])=[O:33]>>[CH:11]([OH:12])=[O:33].[NH2:23][C:20]1[N:21]=[CH:22][C:17]([C:3]2[CH:4]=[CH:5][C:6]([C:25]3[CH:30]=[CH:29][CH:28]=[CH:27][C:26]=3[CH2:31][S:32]([NH:35][CH3:36])(=[O:33])=[O:34])=[CH:7][C:2]=2[F:1])=[N:18][CH:19]=1 |f:2.3|. Procedure details: The title compound was prepared using analogous conditions to those described in Example 1 utilizing 5-(2-fluoro-4-(4,4,5,5-tetramethyl-1,3,2-dioxaborolan-2-yl)phenyl)pyrazin-2-amine and 1-(2-bromophenyl)-N-methylmethanesulfonamide. MS (ESI): mass calcd. for C18H17FN4O2S, 372.11; m/z found, 373.1 [M+H]+. 1H NMR (400 MHz, CD3OD) δ 8.34 (s, 1H), 8.25 (s, 1H), 7.99 (m, 1H), 7.68-7.60 (m, 1H), 7.50-7.40 (m, 2H), 7.39-7.31 (m, 3H), 4.36 (s, 2H), 2.49 (s, 3H). The reactants are 18.5, CC=1OC(=C(N1)CO)C (2,5-dimethyl-4-oxazolemethanol), S(=O)(Cl)Cl (thionyl chloride). The solvent is ClC(Cl)Cl (trichloromethane). Conditions: time 2 hour. The product is 26.4, Cl.ClCC=1N=C(OC1C)C (4-(chloromethyl)-2,5-dimethyloxazole hydrochloride). Isolated yield 100.0%. Reaction SMILES: [CH3:1][C:2]1[O:3][C:4]([CH3:9])=[C:5]([CH2:7]O)[N:6]=1.S(Cl)([Cl:12])=O>ClC(Cl)Cl>[ClH:12].[Cl:12][CH2:7][C:5]1[N:6]=[C:2]([CH3:1])[O:3][C:4]=1[CH3:9] |f:3.4|. Procedure: To a solution of 18.5 parts of 2,5-dimethyl-4-oxazolemethanol in 200 parts of trichloromethane there were added dropwise 21.1 parts of thionyl chloride. After stirring for 2 hours at room temperature, the reaction mixture was evaporated and the residue was co-evaporated with methylbenzene, yielding 26.4 parts (100%) of 4-(chloromethyl)-2,5-dimethyloxazole hydrochloride (interm. 26). Reactants: COC(CCC12CCC(CC1)(CC2)C2=NC=1N(C(NC(C1N2)=S)=O)CCC)=O (3-[4-(2-Oxo-3-propyl-6-thioxo-2,3,6,7-tetrahydro-1H-purin-8-yl)-bicyclo[2.2.2]oct-1-yl]-propionic acid methyl ester), CCO (EtOH), [OH-].[Na+] (NaOH). The solvent is O (H2O), O (H2O). Run at time 30 minute. Product: COC(CCC12CCC(CC1)(CC2)C2=NC=1N(C(N=C(C1N2)SC)=O)CCC)=O (3-[4-(6-Methylsulfanyl-2-oxo-3-propyl-3,7-dihydro-2H-purin-8-yl)-bicyclo[2.2.2]oct-1-yl]-propionic acid methyl ester). Reaction SMILES: [CH3:1][O:2][C:3](=[O:28])[CH2:4][CH2:5][C:6]12[CH2:13][CH2:12][C:9]([C:14]3[NH:22][C:21]4[C:20](=[S:23])[NH:19][C:18](=[O:24])[N:17]([CH2:25][CH2:26][CH3:27])[C:16]=4[N:15]=3)([CH2:10][CH2:11]1)[CH2:8][CH2:7]2.[OH-].[Na+].[CH3:31]CO>O>[CH3:1][O:2][C:3](=[O:28])[CH2:4][CH2:5][C:6]12[CH2:7][CH2:8][C:9]([C:14]3[NH:22][C:21]4[C:20]([S:23][CH3:31])=[N:19][C:18](=[O:24])[N:17]([CH2:25][CH2:26][CH3:27])[C:16]=4[N:15]=3)([CH2:10][CH2:11]1)[CH2:12][CH2:13]2 |f:1.2|. Reported procedure: 3-[4-(2-Oxo-3-propyl-6-thioxo-2,3,6,7-tetrahydro-1H-purin-8-yl)-bicyclo[2.2.2]oct-1-yl]-propionic acid methyl ester (100 mg) was dissolved in 2 mL of EtOH and 1 mL of H2O. NaOH (20 mg) was added as a solution in 1 mL of H2O, followed by Mel (23 uL, 1.5 eq). The resulting reaction mixture was stirred at rt for 30 min. It was then extracted with EtOAc. The organic layer was dried (Na2SO4) and concentrated under reduced pressure to afford 105 mg of the titled compound. The reactants are C1(=CC=CC=C1)C (toluene), NC=1N=C(C(=NC1Cl)C(=O)OCC)OCC (ethyl 5-amino-6-chloro-3-ethoxypyrazine-2-carboxylate), C(C)N(CCN)CC (N,N-diethylethylenediamine). Run in CCCCCC (n-hexane). Product: C(C)N(CCNC(=O)C1=NC(=C(N=C1OCC)N)Cl)CC (N-(2-diethylaminoethyl)-5-amino-6-chloro-3-ethoxypyrazine-2-carboxamide). RXN SMILES: C1(C)C=CC=CC=1.[NH2:8][C:9]1[N:10]=[C:11]([O:21][CH2:22][CH3:23])[C:12]([C:16]([O:18]CC)=O)=[N:13][C:14]=1[Cl:15].[CH2:24]([N:26]([CH2:30][CH3:31])[CH2:27][CH2:28][NH2:29])[CH3:25]>CCCCCC>[CH2:24]([N:26]([CH2:30][CH3:31])[CH2:27][CH2:28][NH:29][C:16]([C:12]1[C:11]([O:21][CH2:22][CH3:23])=[N:10][C:9]([NH2:8])=[C:14]([Cl:15])[N:13]=1)=[O:18])[CH3:25]. Procedure details: To 8 ml. of toluene were added 0.8 g. of ethyl 5-amino-6-chloro-3-ethoxypyrazine-2-carboxylate and 0.8 g. of N,N-diethylethylenediamine and the mixture was refluxed for 20 hours. After the reaction was over, the reaction mixture was cooled to room temperature and then extracted with 20 ml. of a 1 N aqueous hydrochloric acid solution. The extract was neutralized with dilute aqueous ammonia under ice-cooling and then extracted three times each time with 30 ml. of chloroform. The extracts were comb...